Dataset: the Open Reaction Database (ORD), a public repository of structured organic reaction records. Task: describe an organic reaction: reactants, conditions, products, and yield Starting materials: CC(=O)c1ccc2c(c1)ncn2-c1cccc(C2=CCCN(C)C2)c1, CCON, CCO, Cl. Product: CCON=C(C)c1ccc2c(c1)ncn2-c1cccc(C2=CCCN(C)C2)c1. RXN SMILES: [C:1]([CH3:2])(=[O:3])[c:4]1[cH:5][c:6]2[c:7]([n:8](-[c:11]3[cH:12][c:13]([C:17]4=[CH:18][CH2:19][CH2:20][N:21]([CH3:23])[CH2:22]4)[cH:14][cH:15][cH:16]3)[cH:9][n:10]2)[cH:24][cH:25]1.[CH2:27]([CH3:28])[O:29][NH2:30].[CH3:31][CH2:32][OH:33].[ClH:26]>>[C:1]([CH3:2])([c:4]1[cH:5][c:6]2[c:7]([n:8](-[c:11]3[cH:12][c:13]([C:17]4=[CH:18][CH2:19][CH2:20][N:21]([CH3:23])[CH2:22]4)[cH:14][cH:15][cH:16]3)[cH:9][n:10]2)[cH:24][cH:25]1)=[N:30][O:29][CH2:27][CH3:28]. Starting materials: C(C1=CC=CC=C1)(=O)Cl (Benzoylchloride), [NH4+].N#C[S-] (NH4SCN), N1(C=NC=C1)C(C(C)C)C1=CC=C(C=C1)N (4-[1-(1H-imidazol-1-yl)-2-methylpropyl]benzenamine). Run in CC(C)=O (2-propanone), CC(C)=O (2-propanone). Reaction conditions: temperature 80 celsius. The product is C(C1=CC=CC=C1)(=O)NC(=S)NC1=CC=C(C=C1)C(C(C)C)N1C=NC=C1 ((±)-N-benzoyl-N′-[4-[1-(1H-imidazol-1-yl)-2-methylpropyl]phenyl]thiourea). As a reaction SMILES: [C:1](Cl)(=[O:8])[C:2]1[CH:7]=[CH:6][CH:5]=[CH:4][CH:3]=1.[NH4+].[N:11]#[C:12][S-:13].[N:14]1([CH:19]([C:23]2[CH:28]=[CH:27][C:26]([NH2:29])=[CH:25][CH:24]=2)[CH:20]([CH3:22])[CH3:21])[CH:18]=[CH:17][N:16]=[CH:15]1>CC(=O)C>[C:1]([NH:11][C:12]([NH:29][C:26]1[CH:27]=[CH:28][C:23]([CH:19]([N:14]2[CH:18]=[CH:17][N:16]=[CH:15]2)[CH:20]([CH3:22])[CH3:21])=[CH:24][CH:25]=1)=[S:13])(=[O:8])[C:2]1[CH:7]=[CH:6][CH:5]=[CH:4][CH:3]=1 |f:1.2|. Reported procedure: Benzoylchloride (0.067 mol) was added to a solution of NH4SCN (5.09 g) in 2-propanone (150 ml) and the mixture was stirred and refluxed for 20 minutes. A solution of 4-[1-(1H-imidazol-1-yl)-2-methylpropyl]benzenamine (0.0557 mol) in 2-propanone (150 ml) was added and the mixture was stirred and refluxed at 80° C. overnight. The mixture was cooled, filtered through celite and the filtrate was evaporated. The residue was taken up in CH2Cl2. The organic layer was dried, filtered and the solvent eva...